Dataset: the Open Reaction Database (ORD), a public repository of structured organic reaction records. Task: describe an organic reaction: reactants, conditions, products, and yield Reactants: FC1=C(C=C2C=C(N=C(C2=C1)O)C1=CC=C(C=C1)OC(C)C)OC (7-fluoro-3-(4-isopropoxyphenyl)-6-methoxyisoquinolin-1-ol), O=P(Cl)(Cl)Cl (POCl3). The product is ClC1=NC(=CC2=CC(=C(C=C12)F)OC)C1=CC=C(C=C1)OC(C)C (1-chloro-7-fluoro-3-(4-isopropoxyphenyl)-6-methoxyisoquinoline). The yield is 94.6%. Reaction SMILES: [F:1][C:2]1[CH:11]=[C:10]2[C:5]([CH:6]=[C:7]([C:13]3[CH:18]=[CH:17][C:16]([O:19][CH:20]([CH3:22])[CH3:21])=[CH:15][CH:14]=3)[N:8]=[C:9]2O)=[CH:4][C:3]=1[O:23][CH3:24].O=P(Cl)(Cl)[Cl:27]>>[Cl:27][C:9]1[C:10]2[C:5](=[CH:4][C:3]([O:23][CH3:24])=[C:2]([F:1])[CH:11]=2)[CH:6]=[C:7]([C:13]2[CH:18]=[CH:17][C:16]([O:19][CH:20]([CH3:22])[CH3:21])=[CH:15][CH:14]=2)[N:8]=1. Procedure details: A solution of 7-fluoro-3-(4-isopropoxyphenyl)-6-methoxyisoquinolin-1-ol (1.8 g, 5.50 mmol) in POCl3 (7.69 ml, 82 mmol) was refluxed for 4 h. The reaction mixture was concentrated. The residue was dissolved in DCM and the pH was adjusted to 7 with 4N NaOH. The organic phase was collected and dried over sodium sulfate, filtered, then concentrated under vacuum. The crude material was purified by silica gel chromatography using 50% DCM in hexanes. The product fractions were collected and the solvent... The reactants are N#CCBr, Cc1c(-c2ccccc2)n(C)c2cccc(-c3ccc(O)cc3)c12, CC(C)=O, [K+], [K+], O=C([O-])[O-]. The product is Cc1c(-c2ccccc2)n(C)c2cccc(-c3ccc(OCC#N)cc3)c12. As a reaction SMILES: [Br:31][CH2:32][C:33]#[N:34].[CH3:1][n:2]1[c:3](-[c:19]2[cH:20][cH:21][cH:22][cH:23][cH:24]2)[c:4]([CH3:18])[c:5]2[c:6](-[c:11]3[cH:12][cH:13][c:14]([OH:17])[cH:15][cH:16]3)[cH:7][cH:8][cH:9][c:10]12.[CH3:35][C:36](=[O:37])[CH3:38].[K+:25].[K+:26].[O-:27][C:28]([O-:29])=[O:30]>>[CH3:1][n:2]1[c:3](-[c:19]2[cH:20][cH:21][cH:22][cH:23][cH:24]2)[c:4]([CH3:18])[c:5]2[c:6](-[c:11]3[cH:12][cH:13][c:14]([O:17][CH2:32][C:33]#[N:34])[cH:15][cH:16]3)[cH:7][cH:8][cH:9][c:10]12. The yield is 54.3%. The reactants are BrC=1C=C2C(=NC1)NC=C2C2=CC=C(C=C2)O (4-(5-bromo-1H-pyrrolo[2,3-b]pyridine-3-yl)-phenol), C1(=CC=C(C=C1)S(=O)(=O)Cl)C (para-toluenesulfonyl chloride), aqueous solution, [OH-].[K+] (KOH), aqueous solution, [OH-].C(CCC)[N+](CCCC)(CCCC)CCCC (tetra-n-butylammonium hydroxide). Run in C1(=CC=CC=C1)C (toluene), saturated aqueous solution, [Br-].[Na+] (sodium bromide). Procedure: 2.82 g (9.75 mmol) of 4-(5-bromo-1H-pyrrolo[2,3-b]pyridine-3-yl)-phenol and 3.10 g of para-toluenesulfonyl chloride were dispersed in 400 ml of toluene at 45° C. 45 ml of 50% aqueous solution of KOH and 1.5 ml of 40% aqueous solution of tetra-n-butylammonium hydroxide were added and the resulting mixture stirred vigorously at ambient temperature for 6 h. The resulting mixture was diluted with 100 ml of a saturated aqueous solution of sodium bromide, the phases separated and the aqueous layer ext... Reaction SMILES: BrC1C=C2C(C3C=CC([OH:17])=CC=3)=CNC2=NC=1.[C:18]1([CH3:28])[CH:23]=[CH:22][C:21]([S:24](Cl)(=[O:26])=[O:25])=[CH:20][CH:19]=1.[OH-].[K+].[OH-].C([N+](CCCC)(CCCC)CCCC)CCC>C1(C)C=CC=CC=1.[Br-].[Na+]>[C:18]1([CH3:28])[CH:23]=[CH:22][C:21]([S:24]([OH:17])(=[O:26])=[O:25])=[CH:20][CH:19]=1 |f:2.3,4.5,7.8|. Run at time 6 hour. The product is C1(=CC=C(C=C1)S(=O)(=O)O)C (toluene-4-sulfonic acid). Starting materials: CC1Oc2ccc(C(=O)O)cc2N1Cl, CC(C)(C)C([O-])([O-])[O-], Nc1c(O)cc(C(=O)O)cc1Cl, O=S(Cl)Cl. The product is CC1Oc2ccc(C(=O)O)cc2N1Cl, [Cl-]. Reaction SMILES: [C:21](=[O:22])([OH:23])[c:24]1[cH:25][cH:26][c:27]2[c:28]([cH:34]1)[N:29]([Cl:33])[CH:30]([CH3:32])[O:31]2.[CH3:13][C:14]([CH3:15])([CH3:16])[C:17]([O-:18])([O-:19])[O-:20].[NH2:1][c:2]1[c:3]([Cl:11])[cH:4][c:5]([C:6]([OH:7])=[O:8])[cH:9][c:10]1[OH:12].[S:35]([Cl:36])([Cl:37])=[O:38]>>[C:21](=[O:22])([OH:23])[c:24]1[cH:25][cH:26][c:27]2[c:28]([cH:34]1)[N:29]([Cl:33])[CH:30]([CH3:32])[O:31]2.[Cl-:11].